Dataset: the Open Reaction Database (ORD), a public repository of structured organic reaction records. Task: describe an organic reaction: reactants, conditions, products, and yield Starting materials: BrCC1CO1, N#CC1CCCCC1O, CN(C)C=O, [H-], [Na+]. Product: N#CC1CCCCC1OCC1CO1. Reaction SMILES: [Br:12][CH2:13][CH:14]1[CH2:15][O:16]1.[C:3](#[N:4])[CH:5]1[CH:6]([OH:11])[CH2:7][CH2:8][CH2:9][CH2:10]1.[CH3:17][N:18]([CH3:19])[CH:20]=[O:21].[H-:1].[Na+:2]>>[C:3](#[N:4])[CH:5]1[CH:6]([O:11][CH2:13][CH:14]2[CH2:15][O:16]2)[CH2:7][CH2:8][CH2:9][CH2:10]1. The reactants are CC(=O)N1N=C(c2ccc([N+](=O)[O-])cc2)c2cc(Br)ccc2CC1C, CCO. The product is CC(=O)N1N=C(c2ccc(N)cc2)c2cc(Br)ccc2CC1C. RXN SMILES: [C:1]([CH3:2])(=[O:3])[N:4]1[N:5]=[C:6]([c:17]2[cH:18][cH:19][c:20]([N+:23]([O-:24])=[O:25])[cH:21][cH:22]2)[c:7]2[c:8]([cH:12][cH:13][c:14]([Br:16])[cH:15]2)[CH2:9][CH:10]1[CH3:11].[CH3:26][CH2:27][OH:28]>>[C:1]([CH3:2])(=[O:3])[N:4]1[N:5]=[C:6]([c:17]2[cH:18][cH:19][c:20]([NH2:23])[cH:21][cH:22]2)[c:7]2[c:8]([cH:12][cH:13][c:14]([Br:16])[cH:15]2)[CH2:9][CH:10]1[CH3:11]. Starting materials: NCCNC(=O)OCc1ccccc1, C1CCC2=NCCCN2CC1, COCCOC, Cl, CS(=O)c1nc(N)nc(-c2ccco2)c1C#N. The product is N#Cc1c(NCCNC(=O)OCc2ccccc2)nc(N)nc1-c1ccco1. RXN SMILES: [CH2:19]([c:20]1[cH:21][cH:22][cH:23][cH:24][cH:25]1)[O:26][C:27]([NH:28][CH2:29][CH2:30][NH2:31])=[O:32].[CH2:33]1[CH2:34][CH2:35][C:36]2=[N:41][CH2:40][CH2:39][CH2:38][N:37]2[CH2:42][CH2:43]1.[CH3:44][O:45][CH2:46][CH2:47][O:48][CH3:49].[ClH:18].[NH2:1][c:2]1[n:3][c:4]([S:15]([CH3:16])=[O:17])[c:5]([C:13]#[N:14])[c:6](-[c:8]2[o:9][cH:10][cH:11][cH:12]2)[n:7]1>>[NH2:1][c:2]1[n:3][c:4]([NH:31][CH2:30][CH2:29][NH:28][C:27]([O:26][CH2:19][c:20]2[cH:21][cH:22][cH:23][cH:24][cH:25]2)=[O:32])[c:5]([C:13]#[N:14])[c:6](-[c:8]2[o:9][cH:10][cH:11][cH:12]2)[n:7]1. Reactants: O (water), C(C)(C)N(CC)C(C)C (Diisopropylethylamine), C(C)(=O)Cl (acetyl chloride), N[C@@H]1CN(CC1)CC[C@H]1N=C(SC1)C=1NC2=C(C=C(C=C2C1)Cl)NC1CCOCC1 ((2-{(R)-4-[2-((S)-3-amino-pyrrolidin-1-yl)-ethyl]-4,5-dihydro-thiazol-2-yl}-5-chloro-1H-indol-7-yl)-(tetrahydro-pyran-4-yl)-amine). The solvent is ClCCl (dichloromethane). Conditions: time 30 minute. The product is ClC=1C=C2C=C(NC2=C(C1)NC1CCOCC1)C=1SC[C@H](N1)CCN1C[C@H](CC1)NC(C)=O (N—[(S)-1-(2-{(R)-2-[5-chloro-7-(tetrahydro-pyran-4-ylamino)-1H-indol-2-yl]-4,5-dihydro-thiazol-4-yl}-ethyl)-pyrrolidin-3-yl]-acetamide). Isolated yield 41.9%. As a reaction SMILES: [NH2:1][C@H:2]1[CH2:6][CH2:5][N:4]([CH2:7][CH2:8][C@@H:9]2[CH2:13][S:12][C:11]([C:14]3[NH:15][C:16]4[C:21]([CH:22]=3)=[CH:20][C:19]([Cl:23])=[CH:18][C:17]=4[NH:24][CH:25]3[CH2:30][CH2:29][O:28][CH2:27][CH2:26]3)=[N:10]2)[CH2:3]1.C(N(C(C)C)CC)(C)C.[C:40](Cl)(=[O:42])[CH3:41].O>ClCCl>[Cl:23][C:19]1[CH:20]=[C:21]2[C:16](=[C:17]([NH:24][CH:25]3[CH2:30][CH2:29][O:28][CH2:27][CH2:26]3)[CH:18]=1)[NH:15][C:14]([C:11]1[S:12][CH2:13][C@@H:9]([CH2:8][CH2:7][N:4]3[CH2:5][CH2:6][C@H:2]([NH:1][C:40](=[O:42])[CH3:41])[CH2:3]3)[N:10]=1)=[CH:22]2. Reported procedure: The compound (85 mg, 0.19 mmol) prepared in Example 115 was dissolved in dichloromethane (10 ml). Diisopropylethylamine (0.13 ml, 0.75 mmol) and acetyl chloride (0.013 ml, 0.19 mmol) were added thereto, and the mixture was stirred for 30 min at room temperature. After completion of the reaction, water was added. The mixture was extracted with ethyl acetate, dried over anhydrous magnesium sulfate, and filtered. The filtrate was distilled under reduced pressure, and concentrated. The residue was p... Starting materials: C1(=CC=CC=C1)C (toluene), COC1=CC=C(OCCC#N)C=C1 (3-(4-methoxyphenoxy)propionitrile), [OH-].[Na+] (sodium hydroxide), resultant solution. Run in O1CCCC1 (tetrahydrofuran). Run at temperature 80 celsius, time 3 hour. Product: COC1=CC=C(OCCCN)C=C1 (3-(4-methoxyphenoxy)propylamine). As a reaction SMILES: [CH3:1][O:2][C:3]1[CH:13]=[CH:12][C:6]([O:7][CH2:8][CH2:9][C:10]#[N:11])=[CH:5][CH:4]=1.[OH-].[Na+].C1(C)C=CC=CC=1>O1CCCC1>[CH3:1][O:2][C:3]1[CH:13]=[CH:12][C:6]([O:7][CH2:8][CH2:9][CH2:10][NH2:11])=[CH:5][CH:4]=1 |f:1.2|. Procedure details: In an argon atmosphere, 3-(4-methoxyphenoxy)propionitrile (5.0 g) was dissolved in tetrahydrofuran (20 mL), and a borane-tetrahydrofuran complex (1.02 mol/L, 30.0 mL) was added dropwise to the resultant solution at 80° C. over 10 minutes. The mixture was stirred for 3 hours at 80° C. Thereafter, the reaction mixture was cooled to room temperature. Under cooling on ice, 4N aqueous sodium hydroxide solution (30 mL) was added thereto over 10 minutes. Ten minutes after, the mixture was stirred at ro...